Dataset: the Open Reaction Database (ORD), a public repository of structured organic reaction records. Task: describe an organic reaction: reactants, conditions, products, and yield The product is NC1=NC=NN2C1=C(C=C2C=O)C2=CC(=CC=C2)OCC2=CC=CC=C2 (4-amino-5-[3-(benzyloxy)phenyl]pyrrolo[2,1-f][1,2,4]triazine-7-carbaldehyde). The yield is 35.0%. Reaction conditions: time 4 hour. Procedure: To a solution of {4-amino-5-[3-(benzyloxy)phenyl]pyrrolo[2,1-f][1,2,4]triazin-7-yl}methanol (300 mg, 0.87 mmol) in dichloromethane (5 mL) was added Dess-Martin Periodinane (492 mg, 1.13 mmol). The mixture was stirred (rt) for 4 h. The reaction was quenched with the addition of a 1:1 mixture of saturated, aqueous NaHCO3 and saturated aqueous Na2S2O3 solutions (5 mL) and the mixture was allowed to stir at it for 1 h. The mixture was extracted with dichloromethane (3×5 mL) and the combined organics... Reactants: NC1=NC=NN2C1=C(C=C2CO)C2=CC(=CC=C2)OCC2=CC=CC=C2 ({4-amino-5-[3-(benzyloxy)phenyl]pyrrolo[2,1-f][1,2,4]triazin-7-yl}methanol), CC(=O)OI1(C=2C=CC=CC2C(=O)O1)(OC(=O)C)OC(=O)C (Dess-Martin Periodinane). RXN SMILES: [NH2:1][C:2]1[C:7]2=[C:8]([C:13]3[CH:18]=[CH:17][CH:16]=[C:15]([O:19][CH2:20][C:21]4[CH:26]=[CH:25][CH:24]=[CH:23][CH:22]=4)[CH:14]=3)[CH:9]=[C:10]([CH2:11][OH:12])[N:6]2[N:5]=[CH:4][N:3]=1.CC(OI1(OC(C)=O)(OC(C)=O)OC(=O)C2C=CC=CC1=2)=O>ClCCl>[NH2:1][C:2]1[C:7]2=[C:8]([C:13]3[CH:18]=[CH:17][CH:16]=[C:15]([O:19][CH2:20][C:21]4[CH:22]=[CH:23][CH:24]=[CH:25][CH:26]=4)[CH:14]=3)[CH:9]=[C:10]([CH:11]=[O:12])[N:6]2[N:5]=[CH:4][N:3]=1. Solvent: ClCCl (dichloromethane). Reactants: CC(=O)OO, CC(=O)O, O=C(NCCCl)N1CCN=C(c2ccccc2Cl)c2cc(Cl)ccc21, O. The product is O=C(NCCCl)N1CC[N+]([O-])=C(c2ccccc2Cl)c2cc(Cl)ccc21. RXN SMILES: [C:31]([O:32][OH:33])(=[O:34])[CH3:35].[CH3:27][C:28](=[O:29])[OH:30].[Cl:1][c:2]1[cH:3][cH:4][c:5]2[c:6]([cH:25]1)[C:7]([c:18]1[c:19]([Cl:24])[cH:20][cH:21][cH:22][cH:23]1)=[N:8][CH2:9][CH2:10][N:11]2[C:12](=[O:13])[NH:14][CH2:15][CH2:16][Cl:17].[OH2:26]>>[Cl:1][c:2]1[cH:3][cH:4][c:5]2[c:6]([cH:25]1)[C:7]([c:18]1[c:19]([Cl:24])[cH:20][cH:21][cH:22][cH:23]1)=[N+:8]([O-:26])[CH2:9][CH2:10][N:11]2[C:12](=[O:13])[NH:14][CH2:15][CH2:16][Cl:17]. Starting materials: CCOC(=O)NCCCl, CC(C)(C)c1ccc(Oc2ccc(O)cc2)cc1. The product is CCOC(=O)NCCOc1ccc(Oc2ccc(C(C)(C)C)cc2)cc1. RXN SMILES: [CH2:19]([CH3:20])[O:21][C:22]([NH:23][CH2:24][CH2:25][Cl:26])=[O:27].[CH3:1][C:2]([CH3:3])([CH3:4])[c:5]1[cH:6][cH:7][c:8]([O:9][c:10]2[cH:11][cH:12][c:13]([OH:16])[cH:14][cH:15]2)[cH:17][cH:18]1>>[CH3:1][C:2]([CH3:3])([CH3:4])[c:5]1[cH:6][cH:7][c:8]([O:9][c:10]2[cH:11][cH:12][c:13]([O:16][CH2:25][CH2:24][NH:23][C:22]([O:21][CH2:19][CH3:20])=[O:27])[cH:14][cH:15]2)[cH:17][cH:18]1. Starting materials: FC(C(=O)N)(F)F (trifluoroacetamide), O.C1(=CC=C(C=C1)S(=O)(=O)O)C (p-toluenesulfonic acid monohydrate), C1CCOC1.O (THF H2O). Conditions: time 3.5 hour. Yields the product FC(C(=O)NCCCCC1=CC(=CC=C1)O)(F)F (2,2,2-trifluoro-N-(4-(3-hydroxyphenyl)butyl)acetamide). As a reaction SMILES: [F:1][C:2]([F:7])([F:6])[C:3]([NH2:5])=[O:4].O.[C:9]1(C)[CH:14]=[CH:13][C:12](S(O)(=O)=O)=[CH:11][CH:10]=1.[CH2:20]1[CH2:24][O:23][CH2:22][CH2:21]1.O>>[F:1][C:2]([F:7])([F:6])[C:3]([NH:5][CH2:13][CH2:12][CH2:11][CH2:10][C:9]1[CH:24]=[CH:20][CH:21]=[C:22]([OH:23])[CH:14]=1)=[O:4] |f:1.2,3.4|. Procedure details: A mixture of 107 (0.72 g, 2.08 mmol) and p-toluenesulfonic acid monohydrate (0.366 g) in THF:H2O (3:1, mL) was stirred at room temperature for 3.5 hr. The reaction mixture was partitioned between aqueous NaHCO3-brine solution and EtOAc. Aqueous layer was aextracted with EtOAc. Combined organic layers were washed with brine and concentrated under reduced pressure. Purification by flash chromatography (10% to 50% EtOAc-hexanes gradient) gave 2,2,2-trifluoro-N-(4-(3-hydroxyphenyl)butyl)acetamide as...